From a dataset of the Open Reaction Database (ORD), a public repository of structured organic reaction records. describe an organic reaction: reactants, conditions, products, and yield Reactants: CC(C)(C)OC(=O)N1CCC(c2cccc(Br)c2)C(OCc2ccc3ccccc3c2)C1, O=C([O-])[O-], CCOC(=O)c1cccc(B(O)O)c1, COCCOC, [Na+], [Na+], O. Product: CCOC(=O)c1cccc(-c2cccc(C3CCN(C(=O)OC(C)(C)C)CC3OCc3ccc4ccccc4c3)c2)c1. RXN SMILES: [C:1]([CH3:2])([CH3:3])([CH3:4])[O:5][C:6](=[O:7])[N:8]1[CH2:9][CH:10]([O:21][CH2:22][c:23]2[cH:24][c:25]3[cH:26][cH:27][cH:28][cH:29][c:30]3[cH:31][cH:32]2)[CH:11]([c:14]2[cH:15][c:16]([Br:20])[cH:17][cH:18][cH:19]2)[CH2:12][CH2:13]1.[C:53](=[O:54])([O-:55])[O-:56].[CH2:33]([CH3:34])[O:35][C:36](=[O:37])[c:38]1[cH:39][c:40]([B:44]([OH:45])[OH:46])[cH:41][cH:42][cH:43]1.[CH2:47]([CH2:48][O:49][CH3:50])[O:51][CH3:52].[Na+:57].[Na+:58].[OH2:59]>>[C:1]([CH3:2])([CH3:3])([CH3:4])[O:5][C:6](=[O:7])[N:8]1[CH2:9][CH:10]([O:21][CH2:22][c:23]2[cH:24][c:25]3[cH:26][cH:27][cH:28][cH:29][c:30]3[cH:31][cH:32]2)[CH:11]([c:14]2[cH:15][c:16](-[c:40]3[cH:39][c:38]([C:36]([O:35][CH2:33][CH3:34])=[O:37])[cH:43][cH:42][cH:41]3)[cH:17][cH:18][cH:19]2)[CH2:12][CH2:13]1. Starting materials: ClC=1C2=C(N=C(N1)SC)N(C(C=C2)=O)C2=C(C=CC=C2F)F (4-chloro-8-(2,6-difluoro-phenyl)-2-methylsulfanyl-8H-pyrido[2,3-d]pyrimidin-7 one), CC1=C(C=C(C(=O)NCCC)C=C1)B1OC(C(O1)(C)C)(C)C (4-methyl-N-propyl-3-(4,4,5,5-tetramethyl-[1,3,2]dioxaborolan-2-yl)-benzamide), C([O-])(O)=O.[Na+] (sodium bicarbonate). The reagents and catalysts are [Pd].C1(=CC=CC=C1)P(C1=CC=CC=C1)C1=CC=CC=C1.C1(=CC=CC=C1)P(C1=CC=CC=C1)C1=CC=CC=C1.C1(=CC=CC=C1)P(C1=CC=CC=C1)C1=CC=CC=C1.C1(=CC=CC=C1)P(C1=CC=CC=C1)C1=CC=CC=C1 (tetrakis(triphenylphosphine)-palladium(0)). Run in C(C)(C)O (isopropanol), O (water). Conditions: temperature 80 celsius. The product is FC1=C(C(=CC=C1)F)N1C(C=CC2=C1N=C(N=C2C=2C=C(C(=O)NCCC)C=CC2C)SC)=O (3-[8-(2,6-Difluoro-phenyl)-2-methylsulfanyl-7-oxo-7,8-dihydro-pyrido[2,3-d]pyrimidin-4-yl]-4-methyl-N-propyl-benzamide). Reaction SMILES: Cl[C:2]1[C:3]2[CH:13]=[CH:12][C:11](=[O:14])[N:10]([C:15]3[C:20]([F:21])=[CH:19][CH:18]=[CH:17][C:16]=3[F:22])[C:4]=2[N:5]=[C:6]([S:8][CH3:9])[N:7]=1.[CH3:23][C:24]1[CH:35]=[CH:34][C:27]([C:28]([NH:30][CH2:31][CH2:32][CH3:33])=[O:29])=[CH:26][C:25]=1B1OC(C)(C)C(C)(C)O1.C(=O)(O)[O-].[Na+]>C(O)(C)C.O.[Pd].C1(P(C2C=CC=CC=2)C2C=CC=CC=2)C=CC=CC=1.C1(P(C2C=CC=CC=2)C2C=CC=CC=2)C=CC=CC=1.C1(P(C2C=CC=CC=2)C2C=CC=CC=2)C=CC=CC=1.C1(P(C2C=CC=CC=2)C2C=CC=CC=2)C=CC=CC=1>[F:22][C:16]1[CH:17]=[CH:18][CH:19]=[C:20]([F:21])[C:15]=1[N:10]1[C:4]2[N:5]=[C:6]([S:8][CH3:9])[N:7]=[C:2]([C:25]3[CH:26]=[C:27]([CH:34]=[CH:35][C:24]=3[CH3:23])[C:28]([NH:30][CH2:31][CH2:32][CH3:33])=[O:29])[C:3]=2[CH:13]=[CH:12][C:11]1=[O:14] |f:2.3,6.7.8.9.10|. Procedure details: To 4-chloro-8-(2,6-difluoro-phenyl)-2-methylsulfanyl-8H-pyrido[2,3-d]pyrimidin-7 one (200 mg, 0.589 mmol, 1 eq) and 4-methyl-N-propyl-3-(4,4,5,5-tetramethyl-[1,3,2]dioxaborolan-2-yl)-benzamide (268 mg, 0.883 mmol, 1.5 eq) in isopropanol (6 mL) was added sodium bicarbonate (148 mg, 1.76 mmol, 3 eq) in water (1.5 mL). The reaction mixture was then purged with nitrogen followed by addition of tetrakis(triphenylphosphine)-palladium(0) (34 mg, 0.029 mmol, 5 mol %). The mixture was then heated to abou... Reactants: C=CCCC(=O)N1C(=O)OCC1Cc1ccccc1, Clc1cc(OCc2ccccc2)cc(Cl)c1CBr, C1CCOC1. Yields the product C=CCC(Cc1c(Cl)cc(OCc2ccccc2)cc1Cl)C(=O)N1C(=O)OCC1Cc1ccccc1. As a reaction SMILES: [CH2:1]([c:2]1[cH:3][cH:4][cH:5][cH:6][cH:7]1)[CH:8]1[N:9]([C:14]([CH2:15][CH2:16][CH:17]=[CH2:18])=[O:19])[C:10](=[O:13])[O:11][CH2:12]1.[CH2:20]([c:21]1[cH:22][cH:23][cH:24][cH:25][cH:26]1)[O:27][c:28]1[cH:29][c:30]([Cl:37])[c:31]([CH2:35][Br:36])[c:32]([Cl:34])[cH:33]1.[CH2:38]1[O:39][CH2:40][CH2:41][CH2:42]1>>[CH2:1]([c:2]1[cH:3][cH:4][cH:5][cH:6][cH:7]1)[CH:8]1[N:9]([C:14]([CH:15]([CH2:16][CH:17]=[CH2:18])[CH2:35][c:31]2[c:30]([Cl:37])[cH:29][c:28]([O:27][CH2:20][c:21]3[cH:22][cH:23][cH:24][cH:25][cH:26]3)[cH:33][c:32]2[Cl:34])=[O:19])[C:10](=[O:13])[O:11][CH2:12]1. Starting materials: C(C)(C)(C)ON=C(C)C=1N=CC(=NC1)NC([C@H](CC1CCCC1)C1=CC=C(C=C1)S(=O)(=O)C)=O (N-[5-(1-tert-butoxyimino-ethyl)-pyrazin-2-yl]-3-cyclopentyl-2(R)-(4-methanesulfonyl-phenyl)-propionamide), solution. The reagents and catalysts are [Ti](Cl)(Cl)(Cl)Cl (titanium tetrachloride). Run in C(Cl)Cl (methylene chloride), C(Cl)Cl (methylene chloride). Conditions: temperature 0 celsius, time 2 hour. Product: ethyl acetate hexanes, C1(CCCC1)C[C@@H](C(=O)NC1=NC=C(N=C1)C(C)=NO)C1=CC=C(C=C1)S(=O)(=O)C (3-cyclopentyl-N-[5-(1-hydroxyimino-ethyl)-pyrazin-2-yl]-2(R)-(4-methanesulfonyl-phenyl)-propionamide). The yield is 91.2%. RXN SMILES: C([O:5][N:6]=[C:7]([C:9]1[N:10]=[CH:11][C:12]([NH:15][C:16](=[O:34])[C@@H:17]([C:24]2[CH:29]=[CH:28][C:27]([S:30]([CH3:33])(=[O:32])=[O:31])=[CH:26][CH:25]=2)[CH2:18][CH:19]2[CH2:23][CH2:22][CH2:21][CH2:20]2)=[N:13][CH:14]=1)[CH3:8])(C)(C)C>C(Cl)Cl.[Ti](Cl)(Cl)(Cl)Cl>[CH:19]1([CH2:18][C@H:17]([C:24]2[CH:29]=[CH:28][C:27]([S:30]([CH3:33])(=[O:31])=[O:32])=[CH:26][CH:25]=2)[C:16]([NH:15][C:12]2[CH:11]=[N:10][C:9]([C:7](=[N:6][OH:5])[CH3:8])=[CH:14][N:13]=2)=[O:34])[CH2:20][CH2:21][CH2:22][CH2:23]1. Procedure: A solution of N-[5-(1-tert-butoxyimino-ethyl)-pyrazin-2-yl]-3-cyclopentyl-2(R)-(4-methanesulfonyl-phenyl)-propionamide (342.6 mg, 0.704 mmol) in methylene chloride (1.4 mL) was cooled to 0° C. and then was treated with a 1.0M solution of titanium tetrachloride in methylene chloride (2.10 mL, 2.10 mmol). The resulting reaction solution was stirred at 0° C. for 2 h and then was stirred at 25° C. for 1 h 50 min. The reaction solution was concentrated in vacuo and then partitioned between ethyl acet... Reactants: [Cl-].C[Al+]C (dimethylaluminium chloride), C(C)OC(=O)C1=C(N(C=C1)C(C)C)C(C1=CC=C(C=C1)C#N)NC1=C(C(=CC=C1)Cl)F (2-[(3-chloro-2-fluoro-phenylamino)-(4-cyano-phenyl)-methyl]-1-isopropyl-1H-pyrrole-3-carboxylic acid ethyl ester). Product: ClC=1C(=C(C=CC1)N1C(C=2N(C=CC2C1=O)C(C)C)C1=CC=C(C#N)C=C1)F (4-[5-(3-Chloro-2-fluoro-phenyl)-1-isopropyl-4-oxo-1,4,5,6-tetrahydro-pyrrolo[3,4-b]pyrrol-6-yl]-benzonitrile). RXN SMILES: [Cl-].C[Al+]C.C([O:7][C:8]([C:10]1[CH:14]=[CH:13][N:12]([CH:15]([CH3:17])[CH3:16])[C:11]=1[CH:18]([NH:27][C:28]1[CH:33]=[CH:32][CH:31]=[C:30]([Cl:34])[C:29]=1[F:35])[C:19]1[CH:24]=[CH:23][C:22]([C:25]#[N:26])=[CH:21][CH:20]=1)=O)C>>[Cl:34][C:30]1[C:29]([F:35])=[C:28]([N:27]2[C:8](=[O:7])[C:10]3[CH:14]=[CH:13][N:12]([CH:15]([CH3:16])[CH3:17])[C:11]=3[CH:18]2[C:19]2[CH:20]=[CH:21][C:22]([C:25]#[N:26])=[CH:23][CH:24]=2)[CH:33]=[CH:32][CH:31]=1 |f:0.1|. Procedure details: The title compound was prepared in analogy to the procedure described for Step H1, but dimethylaluminium chloride (1M in hexanes) [1184-58-3] was used instead of trimethylaluminium chloride, and 2-[(3-chloro-2-fluoro-phenylamino)-(4-cyano-phenyl)-methyl]-1-isopropyl-1H-pyrrole-3-carboxylic acid ethyl ester (Step I2) was used instead of 2-[(4-chloro-phenyl)-(4-hydroxy-cyclohexylamino)-methyl]-1-isopropyl-1H-pyrrole-3-carboxylic acid ethyl ester to afford the title compound as a yellow foam. tR: 5...